From a dataset of the Open Reaction Database (ORD), a public repository of structured organic reaction records. describe an organic reaction: reactants, conditions, products, and yield Reactants: ClC(C)NC(=O)Cl (1-chloroethylcarbamyl chloride). Solvent: C(C)N=C=O (ethyl isocyanate). Product: C(=C)N=C=O (vinyl isocyanate), C(C)N=C=O (ethyl isocyanate). Isolated yield 50.5%. Reaction SMILES: Cl[CH:2]([NH:4][C:5](Cl)=[O:6])[CH3:3]>C(N=C=O)C>[CH:2]([N:4]=[C:5]=[O:6])=[CH2:3].[CH2:2]([N:4]=[C:5]=[O:6])[CH3:3]. Reported procedure: 57 parts of 1-chloroethylcarbamyl chloride are dissolved in 520 parts of ethyl isocyanate at 22° C. and dry nitrogen is blown through the solution, a Raschig ring column being used in order to achieve a preliminary separation of the 3-component mixture in the column (ie. into ethyl isocyanate, vinyl isocyanate and 1-chloroethyl isocyanate). The reaction mixture is subjected to fractional distillation in the course of 3 hours. 14 parts (50.5% of theory) of vinyl isocyanate of boiling point 38.5° ... Starting materials: ClCCl, COC(=O)CCCCCCCCCCCCCCCCCO, Cc1ccc(S(=O)(=O)Cl)cc1, c1ccncc1. Product: COC(=O)CCCCCCCCCCCCCCCCCOS(=O)(=O)c1ccc(C)cc1. Reaction SMILES: [CH2:40]([Cl:41])[Cl:42].[OH:1][CH2:2][CH2:3][CH2:4][CH2:5][CH2:6][CH2:7][CH2:8][CH2:9][CH2:10][CH2:11][CH2:12][CH2:13][CH2:14][CH2:15][CH2:16][CH2:17][CH2:18][C:19](=[O:20])[O:21][CH3:22].[c:29]1([CH3:39])[cH:30][cH:31][c:32]([S:35](=[O:36])(=[O:37])[Cl:38])[cH:33][cH:34]1.[cH:23]1[cH:24][cH:25][n:26][cH:27][cH:28]1>>[O:1]([CH2:2][CH2:3][CH2:4][CH2:5][CH2:6][CH2:7][CH2:8][CH2:9][CH2:10][CH2:11][CH2:12][CH2:13][CH2:14][CH2:15][CH2:16][CH2:17][CH2:18][C:19](=[O:20])[O:21][CH3:22])[S:35]([c:32]1[cH:31][cH:30][c:29]([CH3:39])[cH:34][cH:33]1)(=[O:36])=[O:37]. Reactants: C(CC1=CC=CC=C1)SCC=1C=C(C(=O)OC)C=CC1 (methyl 3-(phenethylthiomethyl)benzoate), [OH-].[Na+] (NaOH). Solvent: C1CCOC1 (THF), CO (MeOH). Run at time 8 hour. The yield is 95.9%. Procedure: To a solution of methyl 3-(phenethylthiomethyl)benzoate (1.15 g, 4.02 mmol) in THF (4 mL) and MeOH (4.00 mL) was added 1 N aqueous NaOH solution (6 mL). The resulting mixture was stirred at rt for overnight. The reaction mixture was concentrated in vacuo and the residue was diluted with 1 N HCl solution. The solid was filtered and vacuum dried to give the desired product (1.05 g, 95%) as a white solid. 1H NMR (DMSO-d6) δ 13.07 (s, 1H), 7.93 (s, 1H), 7.83-7.81 (m, 1H), 7.57 (d, J=8.0 Hz, 1H), 7.4... Yields the product C(CC1=CC=CC=C1)SCC=1C=C(C(=O)O)C=CC1 (3-(Phenethylthiomethyl)benzoic acid). As a reaction SMILES: [CH2:1]([S:9][CH2:10][C:11]1[CH:12]=[C:13]([CH:18]=[CH:19][CH:20]=1)[C:14]([O:16]C)=[O:15])[CH2:2][C:3]1[CH:8]=[CH:7][CH:6]=[CH:5][CH:4]=1.[OH-].[Na+]>C1COCC1.CO>[CH2:1]([S:9][CH2:10][C:11]1[CH:12]=[C:13]([CH:18]=[CH:19][CH:20]=1)[C:14]([OH:16])=[O:15])[CH2:2][C:3]1[CH:4]=[CH:5][CH:6]=[CH:7][CH:8]=1 |f:1.2|.